From a dataset of the Open Reaction Database (ORD), a public repository of structured organic reaction records. describe an organic reaction: reactants, conditions, products, and yield Reactants: CC#N, CC(Cl)=Cc1cc(C)nc(Nc2ccccc2)n1. Yields the product CC#Cc1cc(C)nc(Nc2ccccc2)n1. RXN SMILES: [CH3:19][C:20]#[N:21].[NH:1]([c:2]1[cH:3][cH:4][cH:5][cH:6][cH:7]1)[c:8]1[n:9][c:10]([CH:15]=[C:16]([CH3:17])[Cl:18])[cH:11][c:12]([CH3:14])[n:13]1>>[NH:1]([c:2]1[cH:3][cH:4][cH:5][cH:6][cH:7]1)[c:8]1[n:9][c:10]([C:15]#[C:16][CH3:17])[cH:11][c:12]([CH3:14])[n:13]1. Reactants: CCOC(C)=O, CCOC(=O)c1cnn(-c2cccc(-c3cccc(C(F)F)c3OCc3ccc(C4=CCN(C(=O)OC(C)(C)C)CC4)cc3)n2)c1C(F)(F)F, [H][H], O=[Pt]. Product: CCOC(=O)c1cnn(-c2cccc(-c3cccc(C(F)F)c3OCc3ccc(C4CCN(C(=O)OC(C)(C)C)CC4)cc3)n2)c1C(F)(F)F. As a reaction SMILES: [CH3:53][CH2:54][O:55][C:56]([CH3:57])=[O:58].[F:1][CH:2]([c:3]1[c:4]([O:5][CH2:6][c:7]2[cH:8][cH:9][c:10]([C:13]3=[CH:18][CH2:17][N:16]([C:19](=[O:20])[O:21][C:22]([CH3:23])([CH3:24])[CH3:25])[CH2:15][CH2:14]3)[cH:11][cH:12]2)[c:26](-[c:30]2[n:31][c:32](-[n:36]3[n:37][cH:38][c:39]([C:45](=[O:46])[O:47][CH2:48][CH3:49])[c:40]3[C:41]([F:42])([F:43])[F:44])[cH:33][cH:34][cH:35]2)[cH:27][cH:28][cH:29]1)[F:50].[H:51][H:52].[Pt:59]=[O:60]>>[F:1][CH:2]([c:3]1[c:4]([O:5][CH2:6][c:7]2[cH:8][cH:9][c:10]([CH:13]3[CH2:14][CH2:15][N:16]([C:19](=[O:20])[O:21][C:22]([CH3:23])([CH3:24])[CH3:25])[CH2:17][CH2:18]3)[cH:11][cH:12]2)[c:26](-[c:30]2[n:31][c:32](-[n:36]3[n:37][cH:38][c:39]([C:45](=[O:46])[O:47][CH2:48][CH3:49])[c:40]3[C:41]([F:42])([F:43])[F:44])[cH:33][cH:34][cH:35]2)[cH:27][cH:28][cH:29]1)[F:50].